From a dataset of the Open Reaction Database (ORD), a public repository of structured organic reaction records. describe an organic reaction: reactants, conditions, products, and yield The reactants are ClCC=1N=C2N(C3=C(C(=NC2)C2=CC=CC=C2)C=C(C=C3)[N+](=O)[O-])C1 (2-chloromethyl-8-nitro-6-phenyl-4H-imidazo[1,2-a][1,4]benzodiazepine), C(O)([O-])=O.[Na+] (sodium hydrogen carbonate). Solvent: O1CCOCC1 (dioxan), O (water). Run at temperature 80 celsius, time 2.5 hour. The product is [N+](=O)([O-])C=1C=CC2=C(C(=NCC=3N2C=C(N3)CO)C3=CC=CC=C3)C1 (8-nitro-6-phenyl-4H-imidazo[1,2-a][1,4]benzodiazepine-2-methanol). The yield is 50.7%. RXN SMILES: Cl[CH2:2][C:3]1[N:4]=[C:5]2[CH2:11][N:10]=[C:9]([C:12]3[CH:17]=[CH:16][CH:15]=[CH:14][CH:13]=3)[C:8]3[CH:18]=[C:19]([N+:22]([O-:24])=[O:23])[CH:20]=[CH:21][C:7]=3[N:6]2[CH:25]=1.C(=O)([O-])[OH:27].[Na+]>O1CCOCC1.O>[N+:22]([C:19]1[CH:20]=[CH:21][C:7]2[N:6]3[CH:25]=[C:3]([CH2:2][OH:27])[N:4]=[C:5]3[CH2:11][N:10]=[C:9]([C:12]3[CH:13]=[CH:14][CH:15]=[CH:16][CH:17]=3)[C:8]=2[CH:18]=1)([O-:24])=[O:23] |f:1.2|. Procedure: A solution of 5.1 g of 2-chloromethyl-8-nitro-6-phenyl-4H-imidazo[1,2-a][1,4]benzodiazepine in 70 ml of dioxan was treated with a solution of 1.54 g of sodium hydrogen carbonate in 30 ml of water and the mixture was stirred at 80° C. for 2.5 h. The mixture was filtered and the filtrate was made weakly acidic (pH 6 to 7) with aqueous 3N hydrochloric acid. The filtrate was evaporated in a vacuum and the residue was taken up in chloroform and water. The chloroform phase was washed with water, dried... The reactants are CC(C)=CCO, O=CO, CC(=O)C=C(C)C. Yields the product CC(=O)C=C(C)CCC=C(C)C. As a reaction SMILES: [CH3:8][C:9](=[CH:10][CH2:11][OH:12])[CH3:13].[CH:14]([OH:15])=[O:16].[O:1]=[C:2]([CH3:3])[CH:4]=[C:5]([CH3:6])[CH3:7]>>[O:1]=[C:2]([CH3:3])[CH:4]=[C:5]([CH3:6])[CH2:7][CH2:11][CH:10]=[C:9]([CH3:8])[CH3:13]. Starting materials: BrCC#CC1=C(C=CC=C1)C(=O)OCC1=CC=C(C=C1)OC (3-bromo-1-[o-(p-methoxybenzyloxycarbonyl)-phenyl]-prop-1-yne), [H-].[Na+] (sodium hydride), [Br-] (bromide), CSC1CC(N1)=O (4-Methylthioazetidin-2-one), [H][H] (hydrogen), ice water. Solvent: CN(C=O)C (dimethylformamide), CN(C=O)C (dimethylformamide). Conditions: time 30 minute. The product is CSC1CC(N1CC#CC1=C(C=CC=C1)C(=O)OCC1=CC=C(C=C1)OC)=O (3-(4-Methylthio-2-oxoazetidin-1-yl)-1-[o-(p-methoxybenzyloxycarbonyl)phenyl]-prop-1-yne). Yield: 25.3%. RXN SMILES: [CH3:1][S:2][CH:3]1[NH:6][C:5](=[O:7])[CH2:4]1.[H-].[Na+].[H][H].Br[CH2:13][C:14]#[C:15][C:16]1[CH:21]=[CH:20][CH:19]=[CH:18][C:17]=1[C:22]([O:24][CH2:25][C:26]1[CH:31]=[CH:30][C:29]([O:32][CH3:33])=[CH:28][CH:27]=1)=[O:23].[Br-]>CN(C)C=O>[CH3:1][S:2][CH:3]1[N:6]([CH2:13][C:14]#[C:15][C:16]2[CH:21]=[CH:20][CH:19]=[CH:18][C:17]=2[C:22]([O:24][CH2:25][C:26]2[CH:31]=[CH:30][C:29]([O:32][CH3:33])=[CH:28][CH:27]=2)=[O:23])[C:5](=[O:7])[CH2:4]1 |f:1.2|. Reported procedure: 4-Methylthioazetidin-2-one (470 mg., 4 mmole) was dissolved in dry dimethylformamide (10 ml.) and the solution was stirred at -20° with exclusion of moisture while sodium hydride (50% dispersion in oil, 200 mg., 4 mmole) was added. When evolution of hydrogen had ceased (ca 10 minutes), 3-bromo-1-[o-(p-methoxybenzyloxycarbonyl)-phenyl]-prop-1-yne (1.44 g., 4 mmole) in dry dimethylformamide (5 ml.) was added dropwise to the stirred mixture at -20°. After addition of the bromide was complete, the m...